From a dataset of the Open Reaction Database (ORD), a public repository of structured organic reaction records. describe an organic reaction: reactants, conditions, products, and yield Reactants: COC(=O)[C@]1(OC2=C(CC1)C(=C(C(=C2C)C)O)C)C ((S)-(-)-6-hydroxy-3,4-dihydro-2,5,7,8-tetramethyl-2H-1-benzopyran-2-carboxylic acid methyl ester), BrCCCCCBr (1,5-dibromopentane). Run in C(Cl)(Cl)Cl (CHCl3). Product: COC(=O)[C@]1(OC2=C(CC1)C(=C(C(=C2C)C)OCCCCCBr)C)C ((S)-(-)-6-[(5-bromopentyl)oxy]-3,4-dihydro-2,5,7,8-tetramethyl-2H-1-benzopyran-2-carboxylic acid methyl ester), c2. Isolated yield 88.5%. RXN SMILES: [CH3:1][O:2][C:3]([C@:5]1([CH3:19])[CH2:10][CH2:9][C:8]2[C:11]([CH3:18])=[C:12]([OH:17])[C:13]([CH3:16])=[C:14]([CH3:15])[C:7]=2[O:6]1)=[O:4].[Br:20][CH2:21][CH2:22][CH2:23][CH2:24][CH2:25]Br>C(Cl)(Cl)Cl>[CH3:1][O:2][C:3]([C@:5]1([CH3:19])[CH2:10][CH2:9][C:8]2[C:11]([CH3:18])=[C:12]([O:17][CH2:25][CH2:24][CH2:23][CH2:22][CH2:21][Br:20])[C:13]([CH3:16])=[C:14]([CH3:15])[C:7]=2[O:6]1)=[O:4]. Procedure: Using the procedure and molar proportions of example 71, (S)-(-)-6-hydroxy-3,4-dihydro-2,5,7,8-tetramethyl-2H-1-benzopyran-2-carboxylic acid methyl ester was alkylated with 1,5-dibromopentane giving (S)-(-)-6-[(5-bromopentyl)oxy]-3,4-dihydro-2,5,7,8-tetramethyl-2H-1-benzopyran-2-carboxylic acid methyl ester, [α]D25 -34.60° (c2, CHCl3), in 88.5% yield. Starting materials: [O-]Cl.[Na+] (NaOCl), SC1=NC(=NS1)C1=C(C=CC=C1)F (5-mercapto-3-(2-fluorophenyl)-1,2,4-thiadiazole), [NH4+].[OH-] (NH4OH). Run in O (water), [OH-].[Na+] (NaOH). Run at temperature 0 celsius, time 30 minute. Product: FC1=C(C=CC=C1)C1=NSC(=N1)SN (3-(2-Fluorophenyl)-1,2,4-thiadiazole-5-sulfenamide). RXN SMILES: [SH:1][C:2]1[S:6][N:5]=[C:4]([C:7]2[CH:12]=[CH:11][CH:10]=[CH:9][C:8]=2[F:13])[N:3]=1.[O-]Cl.[Na+].[NH4+:17].[OH-]>[OH-].[Na+].O>[F:13][C:8]1[CH:9]=[CH:10][CH:11]=[CH:12][C:7]=1[C:4]1[N:3]=[C:2]([S:1][NH2:17])[S:6][N:5]=1 |f:1.2,3.4,5.6|. Procedure details: A solution of 29.5 g of 5-mercapto-3-(2-fluorophenyl)-1,2,4-thiadiazole in 550 ml of 4.5% NaOH and a solution prepared by diluting 180 ml of 10% NaOCl to 550 ml with water were added dropwise simultaneously to 1450 ml of NH4OH solution maintained at 0° C. with an ice/methanol bath. The resulting mixture was stirred for 30 minutes and the solids were collected, washed with water and dried under high vacuum (P2O5) to give 19.0 g of solid, mp 151°-2° dec.